From a dataset of the Open Reaction Database (ORD), a public repository of structured organic reaction records. describe an organic reaction: reactants, conditions, products, and yield Reactants: OCC=1C(=[N+](C(=CC1)C(F)(F)F)[O-])C (3-(hydroxymethyl)-2-methyl-6-(trifluoromethyl)pyridine 1-oxide), C(Br)(Br)(Br)Br (carbon tetrabromide), C1=CC=C(C=C1)P(C2=CC=CC=C2)C3=CC=CC=C3 (Ph3P). The solvent is C(Cl)Cl (CH2Cl2). Conditions: temperature 0 celsius, time 30 minute. The product is BrCC=1C(=[N+](C(=CC1)C(F)(F)F)[O-])C (3-(bromomethyl)-2-methyl-6-(trifluoromethyl)pyridine 1-oxide). Isolated yield 74.8%. As a reaction SMILES: O[CH2:2][C:3]1[C:4]([CH3:14])=[N+:5]([O-:13])[C:6]([C:9]([F:12])([F:11])[F:10])=[CH:7][CH:8]=1.C(Br)(Br)(Br)[Br:16].C1C=CC(P(C2C=CC=CC=2)C2C=CC=CC=2)=CC=1>C(Cl)Cl>[Br:16][CH2:2][C:3]1[C:4]([CH3:14])=[N+:5]([O-:13])[C:6]([C:9]([F:12])([F:11])[F:10])=[CH:7][CH:8]=1. Reported procedure: To a stirring solution of 3-(hydroxymethyl)-2-methyl-6-(trifluoromethyl)pyridine 1-oxide (207 mg, 1.0 mmol) and carbon tetrabromide (400 mg, 1.2 mmol) in CH2Cl2 (5 mL) at 0° C. was added Ph3P (393 mg, 1.5 mmol) in small portions over 5 min. The reaction mixture was then stirred at 0° C. for 30 min. Analysis by HPLC/MS indicated the reaction was complete. The reaction mixture was directly loaded onto a silica gel cartridge (40 g) and eluted with a gradient of EtOAc (0-100%) in hexanes to afford 2... Yield: 79.4%. Product: C1(CCC1)=CC(=O)NC1=CC(=CC=C1)F (2-cyclobutylidene-N-(3-fluorophenyl)-acetamide). Procedure details: 1.5 g (13.50 mmol) of 3-fluoroaniline were dissolved in 20 ml of dichloromethane and treated with 5.19 g (29.7 mmol) of N-ethyl-N-isopropylpropan-2-amine. Within 10 min 12.82 g (16.20 mmol) of 2-cyclobutylideneacetyl chloride were added at 0° C. and the solution was stirred overnight at room temperature. The mixture was poured on ice water and extracted 2× with dichloromethane. The combined organic phases were washed once with saturated sodium chloride solution, dried with MgSO4 and evaporated i... Run in ClCCl (dichloromethane). Starting materials: C(C)N(C(C)C)C(C)C (N-ethyl-N-isopropylpropan-2-amine), FC=1C=C(N)C=CC1 (3-fluoroaniline), C1(CCC1)=CC(=O)Cl (2-cyclobutylideneacetyl chloride). As a reaction SMILES: [F:1][C:2]1[CH:3]=[C:4]([CH:6]=[CH:7][CH:8]=1)[NH2:5].C(N(C(C)C)C(C)C)C.[C:18]1(=[CH:22][C:23](Cl)=[O:24])[CH2:21][CH2:20][CH2:19]1>ClCCl>[C:18]1(=[CH:22][C:23]([NH:5][C:4]2[CH:6]=[CH:7][CH:8]=[C:2]([F:1])[CH:3]=2)=[O:24])[CH2:21][CH2:20][CH2:19]1. Conditions: time 8 hour. Starting materials: O=C1CCC(=O)N1Br, CC(=O)O, CC(C)(C)OC(=O)Nc1nc(C2CC2)cs1, [Na+], O=C([O-])O. Yields the product CC(C)(C)OC(=O)Nc1nc(C2CC2)c(Br)s1. As a reaction SMILES: [Br:21][N:22]1[C:23](=[O:24])[CH2:25][CH2:26][C:27]1=[O:28].[C:17]([OH:18])(=[O:19])[CH3:20].[CH:1]1([c:4]2[n:5][c:6]([NH:9][C:10]([O:11][C:12]([CH3:13])([CH3:14])[CH3:15])=[O:16])[s:7][cH:8]2)[CH2:2][CH2:3]1.[Na+:33].[O-:29][C:30]([OH:31])=[O:32]>>[CH:1]1([c:4]2[n:5][c:6]([NH:9][C:10]([O:11][C:12]([CH3:13])([CH3:14])[CH3:15])=[O:16])[s:7][c:8]2[Br:21])[CH2:2][CH2:3]1. The reactants are FC=1C(=C(C=O)C=CC1)O (3-fluoro-2-hydroxybenzaldehyde), CC#N (MeCN), C(C)(=O)[O-].[NH4+] (ammonium acetate), C1CC(=O)N(C1=O)Br (NBS). Reaction conditions: time 1 hour. The product is BrC=1C=C(C(=C(C=O)C1)O)F (5-bromo-3-fluoro-2-hydroxybenzaldehyde). The yield is 98.1%. As a reaction SMILES: [F:1][C:2]1[C:3]([OH:10])=[C:4]([CH:7]=[CH:8][CH:9]=1)[CH:5]=[O:6].CC#N.C([O-])(=O)C.[NH4+].C1C(=O)N([Br:26])C(=O)C1>>[Br:26][C:8]1[CH:9]=[C:2]([F:1])[C:3]([OH:10])=[C:4]([CH:7]=1)[CH:5]=[O:6] |f:2.3|. Procedure: This material was prepared as reported in J. Molecular Catalysis A, 2007, 30-33. Commercial 3-fluoro-2-hydroxybenzaldehyde (0.280 g, 2 mmol) was dissolved in MeCN (10 mL, 191 mmol) and ammonium acetate (0.015 g, 0.200 mmol) and NBS (0.392 g, 2.200 mmol) were added at rt. The mixture was stirred at rt for 1 h. The reaction mixture was then concentrated and the crude compound was dissolved in a small amount of dichloromethane and charged to a 12 g silica gel cartridge which was eluted with a 25 mi... Run in C1(=CC=CC=C1)C (toluene). Reported procedure: The Suzuki coupled product was prepared according to Procedure F using 2,4-dichloro-5,7-difluoro-3-methylquinoline (0.50 g, 2.02 mmol), 6-fluoropyridin-3-ylboronic acid (0.284 g, 2.016 mmol), palladium tetrakistriphenylphosphine (0.23 g, 0.20 mmol), potassium carbonate (0.56 g, 4.03 mmol) in toluene (4 mL) at 100° C. for 47 h to give 4-chloro-5,7-difluoro-2-(6-fluoropyridin-3-yl)-3-methylquinoline as a white solid. Mass Spectrum (ESI) m/e=309.0 (M+1). RXN SMILES: Cl[C:2]1[C:11]([CH3:12])=[C:10]([Cl:13])[C:9]2[C:4](=[CH:5][C:6]([F:15])=[CH:7][C:8]=2[F:14])[N:3]=1.[F:16][C:17]1[N:22]=[CH:21][C:20](B(O)O)=[CH:19][CH:18]=1.C(=O)([O-])[O-].[K+].[K+]>C1(C)C=CC=CC=1>[Cl:13][C:10]1[C:9]2[C:4](=[CH:5][C:6]([F:15])=[CH:7][C:8]=2[F:14])[N:3]=[C:2]([C:20]2[CH:21]=[N:22][C:17]([F:16])=[CH:18][CH:19]=2)[C:11]=1[CH3:12] |f:2.3.4|. The product is ClC1=C(C(=NC2=CC(=CC(=C12)F)F)C=1C=NC(=CC1)F)C (4-chloro-5,7-difluoro-2-(6-fluoropyridin-3-yl)-3-methylquinoline). Starting materials: ClC1=NC2=CC(=CC(=C2C(=C1C)Cl)F)F (2,4-dichloro-5,7-difluoro-3-methylquinoline), C([O-])([O-])=O.[K+].[K+] (potassium carbonate), FC1=CC=C(C=N1)B(O)O (6-fluoropyridin-3-ylboronic acid), palladium tetrakistriphenylphosphine.